The task is: describe an organic reaction: reactants, conditions, products, and yield. This data is from the Open Reaction Database (ORD), a public repository of structured organic reaction records. Starting materials: OC1=C(C2=C(C(C(=CO2)C2=CC=C(C=C2)C)=O)C=C1)O (7,8-Dihydroxy-3-(4-methylphenyl)-4H-1-benzopyran-4-one), C([O-])([O-])=O.[K+].[K+] (potassium carbonate), S(=O)(=O)(OC)[O-] (methyl sulphate). The solvent is CC(=O)C (acetone), CC(=O)C (acetone). Product: COC1=C(C2=C(C(C(=CO2)C2=CC=C(C=C2)C)=O)C=C1)OC (7,8-dimethoxy-3-(4-methylphenyl)-4H-1-benzopyran-4-one). Reaction SMILES: [OH:1][C:2]1[CH:19]=[CH:18][C:5]2[C:6](=[O:17])[C:7]([C:10]3[CH:15]=[CH:14][C:13]([CH3:16])=[CH:12][CH:11]=3)=[CH:8][O:9][C:4]=2[C:3]=1O.[C:21](=[O:24])([O-])[O-].[K+].[K+].S([O-])(O[CH3:31])(=O)=O>CC(C)=O>[CH3:31][O:1][C:2]1[CH:19]=[CH:18][C:5]2[C:6](=[O:17])[C:7]([C:10]3[CH:15]=[CH:14][C:13]([CH3:16])=[CH:12][CH:11]=3)=[CH:8][O:9][C:4]=2[C:3]=1[O:24][CH3:21] |f:1.2.3|. Procedure details: 7,8-Dihydroxy-3-(4-methylphenyl)-4H-1-benzopyran-4-one (2.7 g), described in example 9, is dissolved in dry acetone (50 ml). Pyrolyzed potassium carbonate (4.14 g) is added and the mixture is heated to reflux. A solution of methyl sulphate (3.78 g) in acetone (10 ml) is then added dropwise and heating is maintained for three more hours. After cooling, the solid is filtered and the solution is evaporated to dryness under vacuum. Water is added to the residue which is filtered, washed with an aque...